From a dataset of the Open Reaction Database (ORD), a public repository of structured organic reaction records. describe an organic reaction: reactants, conditions, products, and yield Starting materials: O1CCOC1C=2C=CC=C(SC)C2. Reagents/catalysts: FC(F)(F)C1OB(OC1)C=2C=CC=CC2C=3C=NC(=CC3)C4=NC=CC=C4, O1B(OC(C)(C)C1(C)C)B2OC(C)(C)C(O2)(C)C, C[OH2+].C[OH2+].C1CC=CCCC=C1.C1CC=CCCC=C1.[Ir].[Ir]. Run in C=1C=C(C=CC1C)C. Reaction conditions: temperature 55 celsius, time 24 hour. Yields the product O1B(OC(C)(C)C1(C)C)C2=CC=C(C=C2SC)C3OCCO3. The yield is 90.0%. Reported procedure: Ligand 3f: A mixture of ortho- and meta-borylated products (145 mg, 90% yield, ortho/meta + para = >30); ortho-borylated product 4r was obtained by further purification by GPC (132 mg, 82% yield), white solid (mp. 48-50 oC) Reactants: CCOC(=O)CNc1ccccc1, Cc1ccccc1, CCOC(C)=O, ClCc1ccc(Cl)cc1, [I-], [Na+]. The product is CCOC(=O)CN(Cc1ccc(Cl)cc1)c1ccccc1. RXN SMILES: [CH2:1]([CH3:2])[O:3][C:4]([CH2:5][NH:6][c:7]1[cH:8][cH:9][cH:10][cH:11][cH:12]1)=[O:13].[CH3:25][c:26]1[cH:27][cH:28][cH:29][cH:30][cH:31]1.[CH3:32][CH2:33][O:34][C:35](=[O:36])[CH3:37].[Cl:14][c:15]1[cH:16][cH:17][c:18]([CH2:19][Cl:20])[cH:21][cH:22]1.[I-:24].[Na+:23]>>[CH2:1]([CH3:2])[O:3][C:4]([CH2:5][N:6]([c:7]1[cH:8][cH:9][cH:10][cH:11][cH:12]1)[CH2:19][c:18]1[cH:17][cH:16][c:15]([Cl:14])[cH:22][cH:21]1)=[O:13]. Reactants: CN(CCC(=O)C1=C(NC2=CC=CC=C12)C1=CC=CC=C1)C (3-(Dimethylamino)-1-(2-phenyl-1H-indol-3-yl)-1-propanone), methiodide, N1C=NC=C1 (imidazole). Product: N1(C=NC=C1)CCC(=O)C1=C(NC2=CC=CC=C12)C1=CC=CC=C1 (3-(1H-Imidazol-1-yl)-1-(2-phenyl-1H-indol-3-yl)-1-propanone). As a reaction SMILES: [CH3:1][N:2]([CH3:22])[CH2:3][CH2:4][C:5]([C:7]1[C:15]2[C:10](=[CH:11][CH:12]=[CH:13][CH:14]=2)[NH:9][C:8]=1[C:16]1[CH:21]=[CH:20][CH:19]=[CH:18][CH:17]=1)=[O:6].[NH:23]1C=CN=[CH:24]1>>[N:2]1([CH2:3][CH2:4][C:5]([C:7]2[C:15]3[C:10](=[CH:11][CH:12]=[CH:13][CH:14]=3)[NH:9][C:8]=2[C:16]2[CH:21]=[CH:20][CH:19]=[CH:18][CH:17]=2)=[O:6])[CH:1]=[CH:24][N:23]=[CH:22]1. Procedure: 3-(Dimethylamino)-1-(2-phenyl-1H-indol-3-yl)-1-propanone was converted to the methiodide (36 g) which was then reacted with imidazole (34 g) to give a solid which was crystallised from methanol, to give the title compound (15.40 g), m.p. 206°-208°; λmax (EtOH) 255 nm (ε19,650), λmax 307.5 nm (ε12,840), identical with the material obtained in Example 3. Reactants: C(=O)C1=CC=C(C2=CC=CC=C12)C(=O)OC (methyl 4-formylnaphthoate), C(=O)([O-])[O-].[Na+].[Na+] (Na2CO3). The solvent is O (water). Product: C(=O)C1=CC=C(C2=CC=CC=C12)C(=O)O (4-Formylnaphthoic Acid). Yield: 87.0%. As a reaction SMILES: [CH:1]([C:3]1[C:12]2[C:7](=[CH:8][CH:9]=[CH:10][CH:11]=2)[C:6]([C:13]([O:15]C)=[O:14])=[CH:5][CH:4]=1)=[O:2].C([O-])([O-])=O.[Na+].[Na+]>O>[CH:1]([C:3]1[C:12]2[C:7](=[CH:8][CH:9]=[CH:10][CH:11]=2)[C:6]([C:13]([OH:15])=[O:14])=[CH:5][CH:4]=1)=[O:2] |f:1.2.3|. Reported procedure: A mixture of the methyl 4-formylnaphthoate above (2.3 g, 1 mmol) and Na2CO3 (1.25 g, 12 mmol) in water (30 mL) was heated in a water bath for approximately 2 hr until a clear solution was obtained. The solution was cooled and filtered. The filtrate was acidified with conc. HCl to give a yellow precipitate. The solids were collected and dried over night to give the desired product (1.86 g, 87%). Starting materials: C(C(C)(C)C)(=O)Cl (pivaloyl chloride), Cl.OC1=C(N)C=CC(=C1)O (2,4-dihydroxyaniline hydrochloride), N1=CC=CC=C1 (pyridine). Solvent: C1CCCCC1 (cyclohexane), C(C)(=O)OCC (ethyl acetate). The product is C(C)(C)(C)C=1OC2=C(N1)C=CC(=C2)O (2-tert-Butyl-benzoxazol-6-ol). As a reaction SMILES: [C:1](Cl)(=[O:6])[C:2]([CH3:5])([CH3:4])[CH3:3].Cl.O[C:10]1[CH:16]=[C:15]([OH:17])[CH:14]=[CH:13][C:11]=1[NH2:12].N1C=CC=CC=1>C1CCCCC1.C(OCC)(=O)C>[C:2]([C:1]1[O:6][C:10]2[CH:16]=[C:15]([OH:17])[CH:14]=[CH:13][C:11]=2[N:12]=1)([CH3:5])([CH3:4])[CH3:3] |f:1.2|. Procedure details: A mixture of 1.01 ml of pivaloyl chloride, 808 mg 2,4-dihydroxyaniline hydrochloride (formula V) and 0.4 ml of pyridine is heated at about 210° for about 18 hours. The mixture obtained is dispersed in a mixture of cyclohexane and ethyl acetate and purified by chromatography. The title compound is obtained (m.p. 204-210°).